From a dataset of the Open Reaction Database (ORD), a public repository of structured organic reaction records. describe an organic reaction: reactants, conditions, products, and yield Reactants: COC=Cc1cccc(OC)c1OC, ClCCl, O, O=C(O)C(Cl)(Cl)Cl. Reaction SMILES: [CH3:8][O:9][CH:10]=[CH:11][c:12]1[c:13]([O:20][CH3:21])[c:14]([O:18][CH3:19])[cH:15][cH:16][cH:17]1.[Cl:22][CH2:23][Cl:24].[OH2:25].[OH:1][C:2]([C:3]([Cl:4])([Cl:5])[Cl:6])=[O:7]>>[O:9]=[CH:10][CH2:11][c:12]1[c:13]([O:20][CH3:21])[c:14]([O:18][CH3:19])[cH:15][cH:16][cH:17]1. Yields the product COc1cccc(CC=O)c1OC. The reactants are C1CC2=C(C=CS2)C(=O)C1 (4-keto-4,5,6,7-tetrahydrothianaphthene), C(C)OC(N(C)C)OCC (N,N-dimethylformamide diethyl acetal). Product: CN(C)C=C1C(C2=C(SC=C2)CC1)=O (5-(dimethylaminomethylene)-4-oxo-4,5,6,7-tetrahydrobenzo[b]-thiophene), desired product. Reaction SMILES: [CH2:1]1[CH2:10][C:8](=[O:9])[C:4]2[CH:5]=[CH:6][S:7][C:3]=2[CH2:2]1.C(O[CH:14](OCC)[N:15]([CH3:17])[CH3:16])C>>[CH3:14][N:15]([CH:17]=[C:10]1[CH2:1][CH2:2][C:3]2[S:7][CH:6]=[CH:5][C:4]=2[C:8]1=[O:9])[CH3:16]. Procedure details: The 5-(dimethylaminomethylene)-4-oxo-4,5,6,7-tetrahydrobenzo[b]-thiophene starting material was prepared from 4-keto-4,5,6,7-tetrahydrothianaphthene (5.0 g, 33 mmol) and N,N-dimethylformamide diethyl acetal (15 ml, 87.5 mmol) to give the desired product as large yellow crystals (2.3 g) after recrystallisation from ethyl acetate m.p. 106.9°. MS (ES+) 208 (MH+, 100%). Reactants: CC (ethane), BrC(C)Br (dibromoethane). Reagents/catalysts: zirconia. The product is CC (ethane), C(C)Br (ethyl bromide), BrC(C)Br (dibromoethane). As a reaction SMILES: CC.[Br:3][CH:4]([Br:6])[CH3:5]>>[CH3:4][CH3:5].[CH2:4]([Br:3])[CH3:5].[Br:3][CH:4]([Br:6])[CH3:5]. Procedure details: 100 mmol/hr of ethane and 10 mmol/hr dibromoethane are fed to a reactor containing a zirconia catalyst held at 300° C. A product distribution of 91 mmol/hr ethane 18 mmol/hr ethyl bromide and 1 mmol/hr dibromoethane is obtained. Reactants: CCOCC, CCO, ClP(Cl)c1ccccc1. The product is CCOP(O)c1ccccc1. As a reaction SMILES: [CH2:13]([O:15][CH2:14][CH3:16])[CH3:17].[CH3:10][CH2:11][OH:12].[c:1]1([P:7]([Cl:8])[Cl:9])[cH:2][cH:3][cH:4][cH:5][cH:6]1>>[c:1]1([P:7]([O:12][CH2:11][CH3:10])[OH:15])[cH:2][cH:3][cH:4][cH:5][cH:6]1. Reactants: C(C)(=O)O[BH-](OC(C)=O)OC(C)=O.[Na+] (sodium triacetoxyborohydride), C1(=CC=CC2=CC=CC=C12)S(=O)(=O)C1=NNC2=CC=C(C=C12)OC1CCNCC1 (3-(1-naphthylsulfonyl)-5-(piperidin-4-yloxy)-1H-indazole), C(CCC)=O (butyraldehyde), C(C)(=O)O (acetic acid), [OH-].[Na+] (sodium hydroxide). Run in ClCCCl (1,2-dichloroethane), C(Cl)(Cl)Cl (chloroform). Conditions: time 3 hour. Yields the product C(CCC)N1CCC(CC1)OC=1C=C2C(=NNC2=CC1)S(=O)(=O)C1=CC=CC2=CC=CC=C12 (5-(1-butylpiperidin-4-yloxy)-3-(1-naphthylsulfonyl)-1H-indazole). Yield: 40.0%. As a reaction SMILES: [C:1]1([S:11]([C:14]2[C:22]3[C:17](=[CH:18][CH:19]=[C:20]([O:23][CH:24]4[CH2:29][CH2:28][NH:27][CH2:26][CH2:25]4)[CH:21]=3)[NH:16][N:15]=2)(=[O:13])=[O:12])[C:10]2[C:5](=[CH:6][CH:7]=[CH:8][CH:9]=2)[CH:4]=[CH:3][CH:2]=1.[CH:30](=O)[CH2:31][CH2:32][CH3:33].C(O)(=O)C.C(O[BH-](OC(=O)C)OC(=O)C)(=O)C.[Na+].[OH-].[Na+]>ClCCCl.C(Cl)(Cl)Cl>[CH2:30]([N:27]1[CH2:28][CH2:29][CH:24]([O:23][C:20]2[CH:21]=[C:22]3[C:17](=[CH:18][CH:19]=2)[NH:16][N:15]=[C:14]3[S:11]([C:1]2[C:10]3[C:5](=[CH:6][CH:7]=[CH:8][CH:9]=3)[CH:4]=[CH:3][CH:2]=2)(=[O:12])=[O:13])[CH2:25][CH2:26]1)[CH2:31][CH2:32][CH3:33] |f:3.4,5.6|. Procedure: A suspension of 3-(1-naphthylsulfonyl)-5-(piperidin-4-yloxy)-1H-indazole (56.5 mg, 0.138 mmol) in 1,2-dichloroethane was treated sequentially with butyraldehyde (0.1 mL, 1 mmol) and acetic acid (0.1 mL, 2 mmol), stirred at ambient temperature for 3 hours, treated with sodium triacetoxyborohydride (46.5 mg, 0.220 mmol), stirred for 1 hour, 20 minutes under nitrogen at ambient temperatures, diluted with chloroform and poured into excess 1.0 N sodium hydroxide. The phases were separated. The organi... Starting materials: ClC(F)F (chlorodifluoromethane), OC1=C(SC=C1)C(=O)OC (methyl 3-hydroxy-thiophene-2-carboxylate), C1(=CC=CC=C1)C (toluene), [OH-].[Na+] (sodium hydroxide). Reagents/catalysts: [Br-].C(CCC)[P+](CCCC)(CCCC)CCCC (tetrabutyl-phosphonium bromide). Solvent: O (water), O (water). Conditions: temperature 90 celsius. The product is FC(OC1=C(SC=C1)C(=O)OC)F (methyl 3-difluoromethoxy-thiophene-2-carboxylate). Yield: 31.3%. Reaction SMILES: [OH:1][C:2]1[CH:6]=[CH:5][S:4][C:3]=1[C:7]([O:9][CH3:10])=[O:8].C1(C)C=CC=CC=1.[OH-].[Na+].Cl[CH:21]([F:23])[F:22]>O.[Br-].C([P+](CCCC)(CCCC)CCCC)CCC>[F:22][CH:21]([F:23])[O:1][C:2]1[CH:6]=[CH:5][S:4][C:3]=1[C:7]([O:9][CH3:10])=[O:8] |f:2.3,6.7|. Procedure details: At room temperature, a mixture of 10 g (0.063 mol) of methyl 3-hydroxy-thiophene-2-carboxylate and 90 ml of toluene is admixed with a solution of 5.1 g (0.127 mol) of sodium hydroxide in 8 ml of water. The reaction mixture is heated with stirring to 90° C., 1.1 g of tetrabutyl-phosphonium bromide are added and 16.4 g (0.189 mol) of chlorodifluoromethane are introduced over a period of 30 minutes. The mixture is then stirred at 90° C. for one hour. The reaction mixture is subsequently cooled to r... Yields the product COCCOc1cc2ncnc(Nc3ccc(C)c(OC(C)=O)c3)c2cc1OC. The reactants are O=C([O-])[O-], COc1cc2c(Nc3ccc(C)c(OC(C)=O)c3)ncnc2cc1O, COCCBr, [K+], [K+], CN(C)C=O. RXN SMILES: [C:1](=[O:2])([O-:3])[O-:4].[C:7]([CH3:8])(=[O:9])[O:10][c:11]1[cH:12][c:13]([NH:14][c:15]2[n:16][cH:17][n:18][c:19]3[cH:20][c:21]([OH:27])[c:22]([O:25][CH3:26])[cH:23][c:24]23)[cH:28][cH:29][c:30]1[CH3:31].[CH3:32][O:33][CH2:34][CH2:35][Br:36].[K+:5].[K+:6].[O:37]=[CH:38][N:39]([CH3:40])[CH3:41]>>[C:7]([CH3:8])(=[O:9])[O:10][c:11]1[cH:12][c:13]([NH:14][c:15]2[n:16][cH:17][n:18][c:19]3[cH:20][c:21]([O:27][CH2:35][CH2:34][O:33][CH3:32])[c:22]([O:25][CH3:26])[cH:23][c:24]23)[cH:28][cH:29][c:30]1[CH3:31]. Starting materials: [OH-].[Na+] (sodium hydroxide), CN(C=CC1=C2C=NNC2=C(C=C1)[N+](=O)[O-])C (N,N-dimethyl-N-[2-(7-nitro-1H-indazol-4-yl)ethenyl]amine), C(C)(=O)OCC (ethyl acetate), C(#N)[BH3-].[Na+] (sodium cyanoborohydride). Solvent: C(C)(=O)O (acetic acid). Conditions: time 30 minute. Yields the product CN(CCC1=C2C=NNC2=C(C=C1)[N+](=O)[O-])C (N,N-dimethyl-N-[2-(7-nitro-1H-indazol-4-yl)ethyl]amine). The yield is 84.5%. RXN SMILES: [CH3:1][N:2]([CH3:17])[CH:3]=[CH:4][C:5]1[CH:13]=[CH:12][C:11]([N+:14]([O-:16])=[O:15])=[C:10]2[C:6]=1[CH:7]=[N:8][NH:9]2.C([BH3-])#N.[Na+].C(OCC)(=O)C.[OH-].[Na+]>C(O)(=O)C>[CH3:17][N:2]([CH3:1])[CH2:3][CH2:4][C:5]1[CH:13]=[CH:12][C:11]([N+:14]([O-:16])=[O:15])=[C:10]2[C:6]=1[CH:7]=[N:8][NH:9]2 |f:1.2,4.5|. Reported procedure: 16.2 g of N,N-dimethyl-N-[2-(7-nitro-1H-indazol-4-yl)ethenyl]amine is dissolved in 200 ml of acetic acid and combined under ice cooling in incremental portions with 6.3 g of sodium cyanoborohydride within 30 minutes. After another 30 minutes, the mixture is combined with ice and ethyl acetate, adjusted to 8-9 with concentrated sodium hydroxide solution, and extracted with ethyl acetate. The solution is dried, concentrated, and the residue recrystallized from ethyl acetate/diisopropyl ether, thus... Starting materials: OO (hydrogen peroxide), BrC1=C(C=CC=C1Cl)C (2-bromo-3-chlorotoluene), OS(=O)(=O)O (H2SO4), Br (hydrobromic acid), N(=NC(C#N)(C)C)C(C#N)(C)C (2,2'-azobis(2-methylpropionitrile)). Run in ClC1=CC=CC=C1 (chlorobenzene). Yields the product ClC=1C(=C(CBr)C=CC1)Br (3-chloro-2-bromobenzyl bromide). Reaction SMILES: [Br:1][C:2]1[C:7]([Cl:8])=[CH:6][CH:5]=[CH:4][C:3]=1[CH3:9].OS(O)(=O)=O.[BrH:15].N(C(C)(C)C#N)=NC(C)(C)C#N.OO>ClC1C=CC=CC=1>[Cl:8][C:7]1[C:2]([Br:1])=[C:3]([CH:4]=[CH:5][CH:6]=1)[CH2:9][Br:15]. Procedure: 267.7 g of 2-bromo-3-chlorotoluene, 530 g of chlorobenzene, 2.5 g of conc. H2SO4, 257.9 g of 47% strength hydrobromic acid and 14 g of 2,2'-azobis(2-methylpropionitrile) were mixed at 63° C. in a 2 l stirred apparatus. 332.3 g of a 10% strength aqueous hydrogen peroxide solution were added dropwise over the course of one hour and 25 minutes, and then the mixture was stirred at 63° C. for 30 minutes. GC analysis of the org. phase: Starting materials: CC(C)(C)C(=O)CBr, O=C([O-])[O-], COC(=O)c1cc(-c2ccc(Cl)cc2)c(-c2ccccc2Cl)[nH]c1=O, [Cs+], [Cs+], CN(C)C=O. Product: COC(=O)c1cc(-c2ccc(Cl)cc2)c(-c2ccccc2Cl)nc1OCC(=O)C(C)(C)C. RXN SMILES: [Br:32][CH2:33][C:34]([C:35]([CH3:36])([CH3:37])[CH3:38])=[O:39].[C:26](=[O:27])([O-:28])[O-:29].[Cl:1][c:2]1[c:3](-[c:8]2[c:9](-[c:19]3[cH:20][cH:21][c:22]([Cl:25])[cH:23][cH:24]3)[cH:10][c:11]([C:15](=[O:16])[O:17][CH3:18])[c:12](=[O:14])[nH:13]2)[cH:4][cH:5][cH:6][cH:7]1.[Cs+:30].[Cs+:31].[O:40]=[CH:41][N:42]([CH3:43])[CH3:44]>>[Cl:1][c:2]1[c:3](-[c:8]2[c:9](-[c:19]3[cH:20][cH:21][c:22]([Cl:25])[cH:23][cH:24]3)[cH:10][c:11]([C:15](=[O:16])[O:17][CH3:18])[c:12]([O:14][CH2:33][C:34]([C:35]([CH3:36])([CH3:37])[CH3:38])=[O:39])[n:13]2)[cH:4][cH:5][cH:6][cH:7]1.